Dataset: the Open Reaction Database (ORD), a public repository of structured organic reaction records. Task: describe an organic reaction: reactants, conditions, products, and yield Reactants: O=C([O-])O, ClCCCl, NN1CCCC(c2ccccc2C(F)(F)F)C1=O, [Na+], CN(C)C=O, On1nnc2ccccc21, COc1nc(C=CC(=O)O)ccc1-n1ccnc1. The product is COc1nc(C=CC(=O)NN2CCCC(c3ccccc3C(F)(F)F)C2=O)ccc1-n1ccnc1. Reaction SMILES: [C:47](=[O:48])([OH:49])[O-:50].[CH2:57]([Cl:58])[CH2:59][Cl:60].[NH2:11][N:12]1[C:13](=[O:28])[CH:14]([c:18]2[c:19]([C:24]([F:25])([F:26])[F:27])[cH:20][cH:21][cH:22][cH:23]2)[CH2:15][CH2:16][CH2:17]1.[Na+:51].[O:52]=[CH:53][N:54]([CH3:55])[CH3:56].[OH:1][n:2]1[c:3]2[c:4]([cH:5][cH:6][cH:7][cH:8]2)[n:9][n:10]1.[n:29]1(-[c:34]2[cH:35][cH:36][c:37]([CH:42]=[CH:43][C:44](=[O:45])[OH:46])[n:38][c:39]2[O:40][CH3:41])[cH:30][n:31][cH:32][cH:33]1>>[NH:11]([N:12]1[C:13](=[O:28])[CH:14]([c:18]2[c:19]([C:24]([F:25])([F:26])[F:27])[cH:20][cH:21][cH:22][cH:23]2)[CH2:15][CH2:16][CH2:17]1)[C:44]([CH:43]=[CH:42][c:37]1[cH:36][cH:35][c:34](-[n:29]2[cH:30][n:31][cH:32][cH:33]2)[c:39]([O:40][CH3:41])[n:38]1)=[O:45]. Reactants: [Cl-].[Al+3].[Cl-].[Cl-] (aluminum chloride), C(#N)C1C2=C(C=CC3=C1C=CC=C3)C=CC=C2 (5-cyano-5H-dibenzo[a,d]cycloheptene), [H-].[Al+3].[Li+].[H-].[H-].[H-] (lithium aluminum hydride). Solvent: CCOCC (ether), CCOCC (ether), CCOCC (ether). Yields the product NCC1C2=C(C=CC3=C1C=CC=C3)C=CC=C2 (5-aminomethyl-5H-dibenzo[a,d]cycloheptene). Reaction SMILES: [Cl-].[Al+3].[Cl-].[Cl-].[H-].[Al+3].[Li+].[H-].[H-].[H-].[C:11]([CH:13]1[C:19]2[CH:20]=[CH:21][CH:22]=[CH:23][C:18]=2[CH:17]=[CH:16][C:15]2[CH:24]=[CH:25][CH:26]=[CH:27][C:14]1=2)#[N:12]>CCOCC>[NH2:12][CH2:11][CH:13]1[C:14]2[CH:27]=[CH:26][CH:25]=[CH:24][C:15]=2[CH:16]=[CH:17][C:18]2[CH:23]=[CH:22][CH:21]=[CH:20][C:19]1=2 |f:0.1.2.3,4.5.6.7.8.9|. Reported procedure: A solution of anhydrous aluminum chloride (6.21 g., 0.0466 mole) in 75 ml. of anhydrous ether is added dropwise to a solution of lithium aluminum hydride (1.77 g., 0.0466 mole) in 50 ml. of absolute ether while stirring.An atmosphere of nitrogen is maintained in the apparatus and all vents are protected with drying tubes during the reaction. A solution of 5-cyano-5H-dibenzo[a,d]cycloheptene (10.13 g., 0.0466 mole) in 250 ml. of absolute ether is added dropwise with stirring (occasional warming o... Starting materials: CC(=O)NCCCC(=O)c1ccc(Cl)cc1CCC(=O)O, O=C(n1ccnc1)n1ccnc1, NC(=O)CO, C1CCOC1. Yields the product CC(=O)NCCCC(=O)c1ccc(Cl)cc1CCC(=O)OCC(N)=O. RXN SMILES: [C:1]([CH3:2])(=[O:3])[NH:4][CH2:5][CH2:6][CH2:7][C:8](=[O:9])[c:10]1[c:11]([CH2:12][CH2:13][C:14](=[O:15])[OH:16])[cH:17][c:18]([Cl:21])[cH:19][cH:20]1.[C:22]([n:23]1[cH:24][cH:25][n:26][cH:27]1)([n:28]1[cH:29][cH:30][n:31][cH:32]1)=[O:33].[C:34]([CH2:35][OH:36])(=[O:37])[NH2:38].[O:39]1[CH2:40][CH2:41][CH2:42][CH2:43]1>>[C:1]([CH3:2])(=[O:3])[NH:4][CH2:5][CH2:6][CH2:7][C:8](=[O:9])[c:10]1[c:11]([CH2:12][CH2:13][C:14](=[O:15])[O:16][CH2:35][C:34](=[O:37])[NH2:38])[cH:17][c:18]([Cl:21])[cH:19][cH:20]1.